Dataset: the Open Reaction Database (ORD), a public repository of structured organic reaction records. Task: describe an organic reaction: reactants, conditions, products, and yield The reactants are FC(C(C(S(=O)(=O)[O-])(F)F)F)(F)F.C(CCC)OC1=CC=C(C=C1)[S+](C1=CC=C(C=C1)OCCCC)C1=CC=C(C=C1)OCCCC (tris-(4-butoxyphenyl) sulfonium 3,3,3,2,1,1-hexafluoropropane sulfonate), FC(C(C(S(=O)(=O)O)(F)F)F)(F)F (3,3,3,2,1,1-hexafluoropropane sulfonic acid). The solvent is C(C)O (ethanol). The product is FC(C(C(S(=O)(=O)[O-])(F)F)F)(F)F.OC1=CC=C(C=C1)[S+](C1=CC=C(C=C1)O)C1=CC=C(C=C1)O (tris-(4-hydroxyphenyl) sulfonium 3,3,3,2,1,1-hexafluoropropane sulfonate). The yield is 100.0%. Reaction SMILES: [F:1][C:2]([F:13])([F:12])[CH:3]([F:11])[C:4]([F:10])([F:9])[S:5]([O-:8])(=[O:7])=[O:6].C([O:18][C:19]1[CH:24]=[CH:23][C:22]([S+:25]([C:37]2[CH:42]=[CH:41][C:40]([O:43]CCCC)=[CH:39][CH:38]=2)[C:26]2[CH:31]=[CH:30][C:29]([O:32]CCCC)=[CH:28][CH:27]=2)=[CH:21][CH:20]=1)CCC.FC(F)(F)C(F)C(F)(F)S(O)(=O)=O>C(O)C>[F:13][C:2]([F:1])([F:12])[CH:3]([F:11])[C:4]([F:9])([F:10])[S:5]([O-:8])(=[O:6])=[O:7].[OH:18][C:19]1[CH:24]=[CH:23][C:22]([S+:25]([C:37]2[CH:42]=[CH:41][C:40]([OH:43])=[CH:39][CH:38]=2)[C:26]2[CH:31]=[CH:30][C:29]([OH:32])=[CH:28][CH:27]=2)=[CH:21][CH:20]=1 |f:0.1,4.5|. Reported procedure: A solution of 56.8 g (0.08 mol) of tris-(4-butoxyphenyl) sulfonium 3,3,3,2,1,1-hexafluoropropane sulfonate and 1.86 g (0.008 mol) of 3,3,3,2,1,1-hexafluoropropane sulfonic acid in 200 ml of ethanol was refluxed for 8 hours with stirring. After evaporation of the solvent, the obtained crude product of tris-(4-hydroxyphenyl) sulfonium 3,3,3,2,1,1-hexafluoropropane sulfonate (yield about 100%) was dissolved in 160 g of N,N-dimethylformamide and reacted with 55.4 g (0.40 mol) of anhydrous potassium ... Reactants: CC(C)(C)OC(=O)N1CC(N)C(O)C1, O=C(O)c1ccc(Cl)s1. Product: CC(C)(C)OC(=O)N1CC(O)C(NC(=O)c2ccc(Cl)s2)C1. As a reaction SMILES: [C:1]([CH3:2])([CH3:3])([CH3:4])[O:5][C:6](=[O:7])[N:8]1[CH2:9][CH:10]([NH2:14])[CH:11]([OH:13])[CH2:12]1.[Cl:15][c:16]1[cH:17][cH:18][c:19]([C:21](=[O:22])[OH:23])[s:20]1>>[C:1]([CH3:2])([CH3:3])([CH3:4])[O:5][C:6](=[O:7])[N:8]1[CH2:9][CH:10]([NH:14][C:21]([c:19]2[cH:18][cH:17][c:16]([Cl:15])[s:20]2)=[O:22])[CH:11]([OH:13])[CH2:12]1. Starting materials: OC=1C=C(C=O)C=CC1 (3-Hydroxybenzaldehyde), C([O-])(O)=O.[Na+] (sodium bicarbonate), B(F)(F)F.CCOCC (boron trifluoride diethyl etherate), C(Cl)Cl (CH2Cl2), C1CCCCC1 (cyclohexane). Run in CCCCCC (hexane), C(C)(=O)OCC (ethyl acetate). Run at time 1 hour. The product is C(C)(C)(C)OC=1C=C(C=O)C=CC1 (3-t-butoxybenzaldehyde). Isolated yield 32.0%. As a reaction SMILES: [OH:1][C:2]1[CH:3]=[C:4]([CH:7]=[CH:8][CH:9]=1)[CH:5]=[O:6].C(Cl)Cl.B(F)(F)F.[CH3:17]COCC.C(=O)(O)[O-].[Na+].[CH2:27]1[CH2:32][CH2:31]CCC1>CCCCCC.C(OCC)(=O)C>[C:32]([O:1][C:2]1[CH:3]=[C:4]([CH:7]=[CH:8][CH:9]=1)[CH:5]=[O:6])([CH3:31])([CH3:27])[CH3:17] |f:2.3,4.5|. Procedure details: EX-654A) 3-Hydroxybenzaldehyde (4.08 g, 33.4 mmol) was slurried in 50 mL of anhydrous CH2C2 and added to t-butyl-2,2,2-trichloroacetiridate (25.0 g, 114 mmol) in 200 mL of anhydrous cyclohexane with an additional 50 mL of CH2Cl2 used in transfer. The mixture was stirred under nitrogen until uniform, then boron trifluoride diethyl etherate (0.50 mL, 4 mmol) was added via syringe and stirring was continued for 1 h. Powdered sodium bicarbonate (50 g, 0.6 mol) was added, and the solution was filtere... RXN SMILES: [Al+3:15].[CH3:27][C:28]([Cl:29])=[O:30].[Cl-:14].[Cl-:16].[Cl-:17].[ClH:31].[F:1][c:2]1[cH:3][cH:4][c:5](-[c:8]2[cH:9][cH:10][cH:11][cH:12][cH:13]2)[cH:6][cH:7]1.[O-:18][N+:19]([c:20]1[cH:21][cH:22][cH:23][cH:24][cH:25]1)=[O:26].[OH2:32]>>[F:1][c:2]1[cH:3][cH:4][c:5](-[c:8]2[cH:9][cH:10][c:11]([C:28]([CH3:27])=[O:30])[cH:12][cH:13]2)[cH:6][cH:7]1. The reactants are [Al+3], CC(=O)Cl, [Cl-], [Cl-], [Cl-], Cl, Fc1ccc(-c2ccccc2)cc1, O=[N+]([O-])c1ccccc1, O. Yields the product CC(=O)c1ccc(-c2ccc(F)cc2)cc1. The reactants are CC=1OC2=C(C1C)C=CC=C2C=C (2,3-dimethyl-7-ethenylbenzofuran), O (water), C[N+]1(CCOCC1)[O-] (N-methylmorpholine N-oxide), O (water), C(CCC)O (butanol). The reagents and catalysts are [Os](=O)(=O)(=O)=O (osmium tetroxide). Solvent: CC(=O)C (acetone), CC(=O)C (acetone). Reaction conditions: time 5 hour. Yields the product CC=1OC2=C(C1C)C=CC=C2C(CO)O (2,3-dimethyl-7-(1,2-dihydroxyethyl)benzofuran). The yield is 85.0%. As a reaction SMILES: C[N+]1([O-])[CH2:7][CH2:6][O:5][CH2:4][CH2:3]1.[OH2:9].[CH2:10]([OH:14])[CH2:11]CC.CC1OC2[C:25]([CH:26]=[CH2:27])=[CH:24][CH:23]=[CH:22]C=2C=1C>CC(C)=O.[Os](=O)(=O)(=O)=O>[CH3:3][C:4]1[O:5][C:6]2[C:7]([CH:10]([OH:14])[CH2:11][OH:9])=[CH:22][CH:23]=[CH:24][C:25]=2[C:26]=1[CH3:27]. Procedure: 3.86 g (28.6 mmol) of N-methylmorpholine N-oxide, 10 ml of water and 20 ml of acetone are placed in a 100 ml three-necked flask. 2.1 ml of a 1% by mass solution of osmium tetroxide in tort-butanol are added dropwise, followed by a solution of 5.2 g (26 mol) of 2,3-dimethyl-7-ethenylbenzofuran in 10 ml of acetone. The reaction mixture is stirred for 5 hours at room temperature. 100 ml of water are added and extraction is carried out with ethyl acetate (3×150 ml). The organic phases are combined, ... Reactants: COC(=O)C(NC(=O)OCc1ccccc1)P(=O)(O)O, O=CC1CC2CCC1C2, ClCCl, C1CCC2=NCCCN2CC1. Yields the product COC(=O)C(=CC1CC2CCC1C2)NC(=O)OCc1ccccc1. Reaction SMILES: [CH3:1][O:2][C:3]([CH:4]([NH:5][C:6](=[O:7])[O:8][CH2:9][c:10]1[cH:11][cH:12][cH:13][cH:14][cH:15]1)[P:16]([OH:17])([OH:18])=[O:19])=[O:20].[CH:32]12[CH:33]([CH:39]=[O:40])[CH2:34][CH:35]([CH2:36][CH2:37]1)[CH2:38]2.[Cl:41][CH2:42][Cl:43].[N:21]12[CH2:22][CH2:23][CH2:24][N:25]=[C:26]1[CH2:27][CH2:28][CH2:29][CH2:30][CH2:31]2>>[CH3:1][O:2][C:3]([C:4]([NH:5][C:6](=[O:7])[O:8][CH2:9][c:10]1[cH:11][cH:12][cH:13][cH:14][cH:15]1)=[CH:39][CH:33]1[CH:32]2[CH2:37][CH2:36][CH:35]([CH2:34]1)[CH2:38]2)=[O:20].